describe an organic reaction: reactants, conditions, products, and yield From a dataset of the Open Reaction Database (ORD), a public repository of structured organic reaction records. Reactants: C=CCBr, Cl, [K+], [K+], O=C([O-])[O-], CN(C)C=O, Oc1ccc(S)cc1. Yields the product C=CCSc1ccc(O)cc1. RXN SMILES: [CH2:15]([CH:16]=[CH2:17])[Br:18].[ClH:19].[K+:10].[K+:9].[O-:11][C:12]([O-:13])=[O:14].[O:20]=[CH:21][N:22]([CH3:23])[CH3:24].[OH:1][c:2]1[cH:3][cH:4][c:5]([SH:8])[cH:6][cH:7]1>>[OH:1][c:2]1[cH:3][cH:4][c:5]([S:8][CH2:17][CH:16]=[CH2:15])[cH:6][cH:7]1.